Dataset: the Open Reaction Database (ORD), a public repository of structured organic reaction records. Task: describe an organic reaction: reactants, conditions, products, and yield Starting materials: BrBr (bromine), CC#N (CH3CN), Cl.CN1C(=C(C(=O)OCC)C(C=C1C1=CC=CC=C1)=O)C (ethyl 1,2-dimethyl-6-phenyl-4-oxonicotinate hydrochloride). The solvent is CO (methanol), O (water), CO (methanol). Run at temperature 85 celsius. The product is BrC1=C(N(C(=C(C(=O)O)C1=O)C)C)C1=CC=CC=C1 (5-bromo-1,2-dimethyl-6-phenyl-4-oxonicotinic acid). The yield is 84.9%. As a reaction SMILES: [Br:1]Br.Cl.[CH3:4][N:5]1[C:15]([C:16]2[CH:21]=[CH:20][CH:19]=[CH:18][CH:17]=2)=[CH:14][C:13](=[O:22])[C:7]([C:8]([O:10]CC)=[O:9])=[C:6]1[CH3:23].CC#N>CO.O>[Br:1][C:14]1[C:13](=[O:22])[C:7]([C:8]([OH:10])=[O:9])=[C:6]([CH3:23])[N:5]([CH3:4])[C:15]=1[C:16]1[CH:21]=[CH:20][CH:19]=[CH:18][CH:17]=1 |f:1.2|. Procedure details: 2.0 g (0.0125 mol) of bromine dissolved in 50 ml. of methanol is added dropwise over a 15 min. period to a solution of 2.7 g (0.00877 mol) ethyl 1,2-dimethyl-6-phenyl-4-oxonicotinate hydrochloride (Example 2) in 15 ml of methanol and 15 ml of water. The suspension formed is vacuum filtered and the filter cake, a yellow solid, is suspended in 60 g of 5% aqueous sodium hydroxide. The mixture is stirred and heated at 85° C. for 21/2 hrs. and is acidified with hydrochloric acid. The suspension forme...